This data is from the Open Reaction Database (ORD), a public repository of structured organic reaction records. The task is: describe an organic reaction: reactants, conditions, products, and yield The reactants are C(C)(C)(C)OC(=O)N1CC(CC1)NC(=O)C=1SC=CC1NC1=C2C(=NC=C1)NC=C2 (3-{[3-(1H-Pyrrolo[2,3-b]pyridin-4-ylamino)-thiophene-2-carbonyl]-amino}-pyrrolidine-1-carboxylic acid tert-butyl ester), N[C@H](CC(=O)N)C1=CC=CC=C1 ((3R)-3-amino-3-phenylpropanamide). Product: C(N)(=O)C[C@H](C1=CC=CC=C1)NC(=O)C=1SC=CC1NC1=C2C(=NC=C1)NC=C2 (3-(1H-Pyrrolo[2,3-b]pyridin-4-ylamino)-thiophene-2-carboxylic acid ((R)-2-carbamoyl-1-phenyl-ethyl)-amide). As a reaction SMILES: C(OC(N1CCC(N[C:14]([C:16]2[S:17][CH:18]=[CH:19][C:20]=2[NH:21][C:22]2[CH:27]=[CH:26][N:25]=[C:24]3[NH:28][CH:29]=[CH:30][C:23]=23)=[O:15])C1)=O)(C)(C)C.[NH2:31][C@@H:32]([C:37]1[CH:42]=[CH:41][CH:40]=[CH:39][CH:38]=1)[CH2:33][C:34]([NH2:36])=[O:35]>>[C:34]([CH2:33][C@@H:32]([NH:31][C:14]([C:16]1[S:17][CH:18]=[CH:19][C:20]=1[NH:21][C:22]1[CH:27]=[CH:26][N:25]=[C:24]2[NH:28][CH:29]=[CH:30][C:23]=12)=[O:15])[C:37]1[CH:42]=[CH:41][CH:40]=[CH:39][CH:38]=1)(=[O:35])[NH2:36]. Procedure: This compound was prepared in an analogous manner as 3-{[3-(1H-Pyrrolo[2,3-b]pyridin-4-ylamino)-thiophene-2-carbonyl]-amino}-pyrrolidine-1-carboxylic acid tert-butyl ester using (3R)-3-amino-3-phenylpropanamide instead of 1-BOC-3-aminopyrrolidine. LCMS (ESI) 406 (M+H) 1H NMR (400 MHz, DMSO-d6) δ ppm 11.51 (1H, br. s.) 10.22 (1H, s) 8.65 (1H, d, J=8.44 Hz) 8.01 (1H, d, J=5.42 Hz) 7.80 (1H, d, J=5.47 Hz) 7.47 (1H, d, J=5.52 Hz) 7.33-7.39 (3H, m) 7.26-7.32 (4H, m) 7.17-7.23 (1H, m) 6.86 (1H, br. s....